Dataset: the Open Reaction Database (ORD), a public repository of structured organic reaction records. Task: describe an organic reaction: reactants, conditions, products, and yield The reactants are ( d ), C([O-])(O)=O.[Na+] (sodium bicarbonate), ClC=1C=CC2=C(C(=NCC=3N2C(=NN3)CC#N)C3=CC=CC=C3)C1 (8-chloro-6-phenyl-4H-s-triazolo[4,3-a][1,4]benzodiazepine-1-acetonitrile), CO (methanol), Cl (hydrogen chloride), ( d ). The solvent is O (water), CCOCC (ether). Run at time 18 hour. Product: COC(CC1=NN=C2N1C1=C(C(=NC2)C2=CC=CC=C2)C=C(C=C1)Cl)=O (8-chloro-6-phenyl-4H-s-triazolo[4,3-a][1,4]benzodiazepine-1-acetic acid methyl ester). As a reaction SMILES: [Cl:1][C:2]1[CH:3]=[CH:4][C:5]2[N:11]3[C:12]([CH2:15][C:16]#N)=[N:13][N:14]=[C:10]3[CH2:9][N:8]=[C:7]([C:18]3[CH:23]=[CH:22][CH:21]=[CH:20][CH:19]=3)[C:6]=2[CH:24]=1.C[OH:26].Cl.[C:28](=O)(O)[O-:29].[Na+]>O.CCOCC>[CH3:28][O:29][C:16](=[O:26])[CH2:15][C:12]1[N:11]2[C:5]3[CH:4]=[CH:3][C:2]([Cl:1])=[CH:24][C:6]=3[C:7]([C:18]3[CH:23]=[CH:22][CH:21]=[CH:20][CH:19]=3)=[N:8][CH2:9][C:10]2=[N:14][N:13]=1 |f:3.4|. Procedure: A stirred mixture of 8-chloro-6-phenyl-4H-s-triazolo[4,3-a][1,4]benzodiazepine-1-acetonitrile (1.00 g., 0.003 mole) methanol (2 ml.) and ether (6 ml.) is cooled in a salt-ice bath saturated with a stream of anhydrous hydrogen chloride during 15 minutes. The mixture is allowed to warm slowly to ambient temperature and stand for 18 hours; it is then poured into water. This mixture is neutralized with sodium bicarbonate and extracted with chloroform. The extract is washed with brine, dried over anh... The reactants are BrC1=NSC(=C1Br)NC(=O)[C@H]1[C@@H](C1)C ((1R,2R)-2-methyl-cyclopropanecarboxylic acid (3,4-dibromo-isothiazol-5-yl)-amide), C(C)(C)(C)OC(=O)N1N=CC2=CC(=CC=C12)[Sn](C)(C)C (5-trimethylstannanyl-indazole-1-carboxylic acid tert-butyl ester). The reagents and catalysts are Cl[Pd]([P](C1=CC=CC=C1)(C2=CC=CC=C2)C3=CC=CC=C3)([P](C4=CC=CC=C4)(C5=CC=CC=C5)C6=CC=CC=C6)Cl (bis(triphenylphosphine)palladium(II) chloride). Solvent: O1CCOCC1 (1,4-dioxane). Reaction conditions: temperature 85 celsius. The product is C(C)(C)(C)OC(=O)N1N=CC2=CC(=CC=C12)C1=NSC(=C1Br)NC(=O)[C@H]1[C@@H](C1)C (5-{4-bromo-5-[((1R,2R)-2-methyl-cyclopropanecarbonyl)-amino]-isothiazol-3-yl}-indazole-1-carboxylic acid tert-butyl ester). RXN SMILES: Br[C:2]1[C:6]([Br:7])=[C:5]([NH:8][C:9]([C@@H:11]2[CH2:13][C@H:12]2[CH3:14])=[O:10])[S:4][N:3]=1.[C:15]([O:19][C:20]([N:22]1[C:30]2[C:25](=[CH:26][C:27]([Sn](C)(C)C)=[CH:28][CH:29]=2)[CH:24]=[N:23]1)=[O:21])([CH3:18])([CH3:17])[CH3:16]>O1CCOCC1.Cl[Pd](Cl)([P](C1C=CC=CC=1)(C1C=CC=CC=1)C1C=CC=CC=1)[P](C1C=CC=CC=1)(C1C=CC=CC=1)C1C=CC=CC=1>[C:15]([O:19][C:20]([N:22]1[C:30]2[C:25](=[CH:26][C:27]([C:2]3[C:6]([Br:7])=[C:5]([NH:8][C:9]([C@@H:11]4[CH2:13][C@H:12]4[CH3:14])=[O:10])[S:4][N:3]=3)=[CH:28][CH:29]=2)[CH:24]=[N:23]1)=[O:21])([CH3:18])([CH3:16])[CH3:17] |^1:43,62|. Procedure: Dissolve (1R,2R)-2-methyl-cyclopropanecarboxylic acid (3,4-dibromo-isothiazol-5-yl)-amide (3.0; g, 8.82; mmol) in anhydrous 1,4-dioxane (88; mL) and add 5-trimethylstannanyl-indazole-1-carboxylic acid tert-butyl ester (4. 11; g, 9.70; mmol). Blanket under nitrogen, add bis(triphenylphosphine)palladium(II) chloride (0.62; g, 0.88 mmol) and heat to 85° C. for 4; days. Concentrate and purify the residue by silica gel chromatography, gradient eluting from 20:80; to 40:60; ethyl acetate:hexanes to gi...